This data is from the Open Reaction Database (ORD), a public repository of structured organic reaction records. The task is: describe an organic reaction: reactants, conditions, products, and yield Reactants: II (iodine), C(C1=CC=CC=C1)N1CC2C(CCC(C2(C1)C(=O)OC)C1=CC=CC=C1)=NN (methyl (3aRS,4SR,7aRS)-2-benzyl-7-hydrazono-4-phenyloctahydroisoindole-3a-carboxylate), O (water), C(C)(=O)OCC (ethyl acetate). Run in O1CCCC1 (tetrahydrofuran), O1CCCC1 (tetrahydrofuran), C(C)N(CC)CC (triethylamine). Product: C(C1=CC=CC=C1)N1CC2C(=CCC(C2(C1)C(=O)OC)C1=CC=CC=C1)I (methyl (3aRS,4SR,7aRS)-2-benzyl-7-iodo-4-phenyl-2,3,3a,4,5,7a-hexahydro-1H-isoindole-3a-carboxylate). Yield: 47.0%. RXN SMILES: [I:1]I.[CH2:3]([N:10]1[CH2:18][C:17]2([C:19]([O:21][CH3:22])=[O:20])[CH:12]([C:13](=NN)[CH2:14][CH2:15][CH:16]2[C:23]2[CH:28]=[CH:27][CH:26]=[CH:25][CH:24]=2)[CH2:11]1)[C:4]1[CH:9]=[CH:8][CH:7]=[CH:6][CH:5]=1.O.C(OCC)(=O)C>O1CCCC1.C(N(CC)CC)C>[CH2:3]([N:10]1[CH2:18][C:17]2([C:19]([O:21][CH3:22])=[O:20])[CH:12]([C:13]([I:1])=[CH:14][CH2:15][CH:16]2[C:23]2[CH:28]=[CH:27][CH:26]=[CH:25][CH:24]=2)[CH2:11]1)[C:4]1[CH:9]=[CH:8][CH:7]=[CH:6][CH:5]=1. Reported procedure: 52.07 g of iodine, in solution in 250 cm3 of tetrahydrofuran, were added dropwise to a solution of 37.75 g of methyl (3aRS,4SR,7aRS)-2-benzyl-7-hydrazono-4-phenyloctahydroisoindole-3a-carboxylate in 200 cm3 of tetrahydrofuran and 43 cm3 of triethylamine. Stirring was maintained at room temperature for one hour after the end of the addition. 1 dm3 of water and 1 dm3 of ethyl acetate were then added. The organic phase was separated by settling, washed successively with a saturated sodium hydrosulp... Reactants: CN1CCNCC1, CCO, Clc1nc(Cl)c2sccc2n1, [K+], [K+], O=C([O-])[O-]. Yields the product CN1CCN(c2nc(Cl)nc3ccsc23)CC1. Reaction SMILES: [CH3:18][N:19]1[CH2:20][CH2:21][NH:22][CH2:23][CH2:24]1.[CH3:25][CH2:26][OH:27].[Cl:1][c:2]1[n:3][c:4]([Cl:11])[c:5]2[c:6]([n:7]1)[cH:8][cH:9][s:10]2.[K+:12].[K+:13].[O-:14][C:15]([O-:16])=[O:17]>>[Cl:1][c:2]1[n:3][c:4]([N:22]2[CH2:21][CH2:20][N:19]([CH3:18])[CH2:24][CH2:23]2)[c:5]2[c:6]([n:7]1)[cH:8][cH:9][s:10]2. The reactants are N(=NC(C#N)(C)C)C(C#N)(C)C (2,2′-azobis(2-methylpropionitrile)), BrN1C(CCC1=O)=O (N-bromosuccinimide), CC1=C(N(C2=NC=CC=C2C1=O)C1=CC=CC=C1)C=1OC=CN1 (3-methyl-2-oxazol-2-yl-1-phenyl-1H-[1,8]naphthyridin-4-one). Solvent: C(Cl)(Cl)(Cl)Cl (carbon tetrachloride), O (water). Conditions: temperature 90 celsius, time 8 hour. The product is ethyl acetate-hexanes, BrCC1=C(N(C2=NC=CC=C2C1=O)C1=CC=CC=C1)C=1OC=CN1 (3-bromomethyl-2-oxazol-2-yl-1-phenyl-1H-[1,8]naphthyridin-4-one). The yield is 47.8%. RXN SMILES: N(C(C)(C)C#N)=NC(C)(C)C#N.[Br:13]N1C(=O)CCC1=O.[CH3:21][C:22]1[C:31](=[O:32])[C:30]2[C:25](=[N:26][CH:27]=[CH:28][CH:29]=2)[N:24]([C:33]2[CH:38]=[CH:37][CH:36]=[CH:35][CH:34]=2)[C:23]=1[C:39]1[O:40][CH:41]=[CH:42][N:43]=1>C(Cl)(Cl)(Cl)Cl.O>[Br:13][CH2:21][C:22]1[C:31](=[O:32])[C:30]2[C:25](=[N:26][CH:27]=[CH:28][CH:29]=2)[N:24]([C:33]2[CH:38]=[CH:37][CH:36]=[CH:35][CH:34]=2)[C:23]=1[C:39]1[O:40][CH:41]=[CH:42][N:43]=1. Procedure details: A mixture of 2,2′-azobis(2-methylpropionitrile) (AIBN, 43.4 mg, 0.265 mmol), N-bromosuccinimide (345 mg, 1.94 mmol) and 3-methyl-2-oxazol-2-yl-1-phenyl-1H-[1,8]naphthyridin-4-one (535 mg, 1.76 mmol) in carbon tetrachloride (22.0 mL) was heated at 90° C. for 2 hr. The reaction was cooled to 25° C. and sat overnight. The reaction was diluted with water (30 mL) and extracted into methylene chloride (2×50 mL). The combined organics were then washed with a saturated aqueous solution of sodium bicarbo... Reactants: C1CCOC1, OC1CCC1, Clc1cccnc1Cl, [H-], [Na+], O. Yields the product Clc1cccnc1OC1CCC1. As a reaction SMILES: [CH2:17]1[O:18][CH2:19][CH2:20][CH2:21]1.[CH:3]1([OH:7])[CH2:4][CH2:5][CH2:6]1.[Cl:8][c:9]1[n:10][cH:11][cH:12][cH:13][c:14]1[Cl:15].[H-:1].[Na+:2].[OH2:16]>>[CH:3]1([O:7][c:9]2[n:10][cH:11][cH:12][cH:13][c:14]2[Cl:15])[CH2:4][CH2:5][CH2:6]1.